From a dataset of the Open Reaction Database (ORD), a public repository of structured organic reaction records. describe an organic reaction: reactants, conditions, products, and yield Reactants: C([O-])([O-])=O.[Cs+].[Cs+] (cesium carbonate), COCCOC (DME), C(C)(=O)O[C@H]1[C@H](OC=2C(=NC=CC2)Br)SC[C@H]([C@@H]1OC(C)=O)OC(C)=O (2-bromo-3-pyridinyl 2,3,4-tri-O-acetyl-5-thio-β-D-xylopyranoside), COC1=CC=C(C=C1)B(O)O (4-methoxyphenylboronic acid). Solvent: CO (methanol). Run at temperature 120 celsius. Yields the product O([C@H]1[C@H](O)[C@@H](O)[C@H](O)CS1)C=1C(=NC=CC1)C1=CC=C(C=C1)OC (2-(4-methoxyphenyl)-3-pyridinyl 5-thio-β-D-xylopyranoside), powder. The yield is 65.0%. As a reaction SMILES: C([O:4][C@@H:5]1[C@@H:18]([O:19]C(=O)C)[C@H:17]([O:23]C(=O)C)[CH2:16][S:15][C@H:6]1[O:7][C:8]1[C:9](Br)=[N:10][CH:11]=[CH:12][CH:13]=1)(=O)C.[CH3:27][O:28][C:29]1[CH:34]=[CH:33][C:32](B(O)O)=[CH:31][CH:30]=1.C(=O)([O-])[O-].[Cs+].[Cs+].COCCOC>CO>[O:7]([C:8]1[C:9]([C:32]2[CH:33]=[CH:34][C:29]([O:28][CH3:27])=[CH:30][CH:31]=2)=[N:10][CH:11]=[CH:12][CH:13]=1)[C@@H:6]1[S:15][CH2:16][C@@H:17]([OH:23])[C@H:18]([OH:19])[C@H:5]1[OH:4] |f:2.3.4|. Procedure details: A mixture of 0.8 g (1.8 mM) of the 2-bromo-3-pyridinyl 2,3,4-tri-O-acetyl-5-thio-β-D-xylopyranoside obtained according to Preparation 28, 0.325 g (2.14 mM) of 4-methoxyphenylboronic acid, 0.8 g (0.08 mM) of Suzuki's catalyst supported on resin (Argonaut, PSPPh3Pd resin), 1.16 g (3.56 mM) of cesium carbonate, 5 ml of DME and 4 ml of methanol is placed in a reactor adapted for microwaves. The mixture is heated at 120° C. for 30 minutes by microwaves. After filtration, rinsing with methanol and eva... Starting materials: COC1=CC=CC=2C(COC21)=O (7-methoxy-3-benzofuranone), C(#N)C=P(C1=CC=CC=C1)(C1=CC=CC=C1)C1=CC=CC=C1 (cyanomethylenetriphenylphosphorane). Solvent: CC=1C=CC(=CC1)C (p-xylene). The product is COC1=CC=CC2=C1OC(=C2)CC#N (7-methoxy-3-benzofuranacetonitrile). Yield: 68.5%. Reaction SMILES: [CH3:1][O:2][C:3]1[C:11]2[O:10][CH2:9][C:8](=O)[C:7]=2[CH:6]=[CH:5][CH:4]=1.[C:13]([CH:15]=P(C1C=CC=CC=1)(C1C=CC=CC=1)C1C=CC=CC=1)#[N:14]>CC1C=CC(C)=CC=1>[CH3:1][O:2][C:3]1[C:11]2[O:10][C:9]([CH2:15][C:13]#[N:14])=[CH:8][C:7]=2[CH:6]=[CH:5][CH:4]=1. Procedure: A mixture of 14.16 g of 7-methoxy-3-benzofuranone, 39.4 g of cyanomethylenetriphenylphosphorane and 70 ml of p-xylene was heated at reflux under nitrogen for 16 hours. The solvent was removed, the solid washed repeatedly with ether and the product obtained on removal of the solvent from the ether washings sublimed (145° bath, 1 micron). Crystallization of the sublimate from 20 ml of isopropyl alcohol gave 11.06 g (69% yield) of 7-methoxy-3-benzofuranacetonitrile. Nmr spectrum (in CDCl3): τ2.4 (t...